From a dataset of the Open Reaction Database (ORD), a public repository of structured organic reaction records. describe an organic reaction: reactants, conditions, products, and yield Reactants: C=CCCC(O)C(=O)c1ccccc1, CCCCO, CO, Cl, [K+], [OH-], O. Product: CC=CCC(O)C(=O)c1ccccc1. As a reaction SMILES: [CH2:1]([CH:2]=[CH2:3])[CH2:4][CH:5]([C:6](=[O:7])[c:8]1[cH:9][cH:10][cH:11][cH:12][cH:13]1)[OH:14].[CH2:21]([OH:22])[CH2:23][CH2:24][CH3:25].[CH3:17][OH:18].[ClH:19].[K+:16].[OH-:15].[OH2:20]>>[CH:1](=[CH:2][CH3:3])[CH2:4][CH:5]([C:6](=[O:7])[c:8]1[cH:9][cH:10][cH:11][cH:12][cH:13]1)[OH:14]. Starting materials: CS(C)=O, CC(C)N1CCN(c2nccnc2Cl)CC1, [Na+], [OH-], O. Product: CC(C)N1CCN(c2ncc[nH]c2=O)CC1. Reaction SMILES: [CH3:20][S:21]([CH3:22])=[O:23].[Cl:3][c:4]1[n:5][cH:6][cH:7][n:8][c:9]1[N:10]1[CH2:11][CH2:12][N:13]([CH:16]([CH3:17])[CH3:18])[CH2:14][CH2:15]1.[Na+:2].[OH-:1].[OH2:19]>>[O:1]=[c:4]1[nH:5][cH:6][cH:7][n:8][c:9]1[N:10]1[CH2:11][CH2:12][N:13]([CH:16]([CH3:17])[CH3:18])[CH2:14][CH2:15]1. Starting materials: NC=1C=CC(=C(C1)CC(=O)O)S(NC=1C=CC2=C(B(OC2)O)C1)(=O)=O (2-(5-amino-2-(N-(1-hydroxy-1,3-dihydrobenzo[c][1,2]oxaborol-6-yl)sulfamoyl)phenyl)acetic acid), C(C)(C)O (isopropanol), O (water). The reagents and catalysts are S(O)(O)(=O)=O (sulfuric acid). Product: NC=1C=CC(=C(C1)CC(=O)OC(C)C)S(NC=1C=CC2=C(B(OC2)O)C1)(=O)=O (Isopropyl 2-(5-amino-2-(N-(1-hydroxy-1,3-dihydrobenzo[c][1,2]oxaborol-6-yl)sulfamoyl)phenyl)acetate). Isolated yield 64.0%. As a reaction SMILES: [NH2:1][C:2]1[CH:3]=[CH:4][C:5]([S:12](=[O:25])(=[O:24])[NH:13][C:14]2[CH:15]=[CH:16][C:17]3[CH2:21][O:20][B:19]([OH:22])[C:18]=3[CH:23]=2)=[C:6]([CH2:8][C:9]([OH:11])=[O:10])[CH:7]=1.O.[CH:27](O)([CH3:29])[CH3:28]>S(=O)(=O)(O)O>[NH2:1][C:2]1[CH:3]=[CH:4][C:5]([S:12](=[O:24])(=[O:25])[NH:13][C:14]2[CH:15]=[CH:16][C:17]3[CH2:21][O:20][B:19]([OH:22])[C:18]=3[CH:23]=2)=[C:6]([CH2:8][C:9]([O:11][CH:27]([CH3:29])[CH3:28])=[O:10])[CH:7]=1. Reported procedure: To a solution of 2-(5-amino-2-(N-(1-hydroxy-1,3-dihydrobenzo[c][1,2]oxaborol-6-yl)sulfamoyl)phenyl)acetic acid (0.5 g, 1.38 mmol) in isopropanol (100 mL) was added 4 drops of concentrated sulfuric acid. The reaction was heated to reflux for 48 hrs then cooled to room temperature and added to 10 mL of water before evaporating all solvent under vacuum. The residue was partitioned between ethyl acetate and 1M HCl and the organic layer dried over Na2SO4. Removal of solvent under vacuum provided 357 ... Starting materials: CO, Fc1ccc(Cn2c(CC3CCN(C4CCN(Cc5ccccc5)CC4)CC3)nc3ccccc32)cc1, [H][H]. Product: Fc1ccc(Cn2c(CC3CCN(C4CCNCC4)CC3)nc3ccccc32)cc1. As a reaction SMILES: [CH3:40][OH:41].[F:1][c:2]1[cH:3][cH:4][c:5]([CH2:8][n:9]2[c:10]([CH2:18][CH:19]3[CH2:20][CH2:21][N:22]([CH:25]4[CH2:26][CH2:27][N:28]([CH2:31][c:32]5[cH:33][cH:34][cH:35][cH:36][cH:37]5)[CH2:29][CH2:30]4)[CH2:23][CH2:24]3)[n:11][c:12]3[c:13]2[cH:14][cH:15][cH:16][cH:17]3)[cH:6][cH:7]1.[H:38][H:39]>>[F:1][c:2]1[cH:3][cH:4][c:5]([CH2:8][n:9]2[c:10]([CH2:18][CH:19]3[CH2:20][CH2:21][N:22]([CH:25]4[CH2:26][CH2:27][NH:28][CH2:29][CH2:30]4)[CH2:23][CH2:24]3)[n:11][c:12]3[c:13]2[cH:14][cH:15][cH:16][cH:17]3)[cH:6][cH:7]1. The reactants are Br.ClC1=C(C=C(C=C1)C1(N2C(SC1)=NCC2)O)S(N(C)C)(=O)=O (3-(4-chloro-3-dimethylsulfamoylphenyl)-3-hydroxy-2,3,5,6-tetrahydro-imidazo[2,1-b]thiazol-hydrobromide), C([O-])(O)=O.[Na+] (sodium bicarbonate). Run in O (water), O (water). Conditions: time 15 minute. The product is ClC1=C(C=C(C=C1)C1(N2C(SC1)=NCC2)O)S(N(C)C)(=O)=O (3-(4-Chloro-3-dimethylsulfamoylphenyl)-3-hydroxy-2,3,5,6-tetra-hydro-imidazo[2,1-b]thiazole). As a reaction SMILES: Br.[Cl:2][C:3]1[CH:8]=[CH:7][C:6]([C:9]2([OH:17])[CH2:13][S:12][C:11]3=[N:14][CH2:15][CH2:16][N:10]23)=[CH:5][C:4]=1[S:18](=[O:23])(=[O:22])[N:19]([CH3:21])[CH3:20].C(=O)(O)[O-].[Na+]>O>[Cl:2][C:3]1[CH:8]=[CH:7][C:6]([C:9]2([OH:17])[CH2:13][S:12][C:11]3=[N:14][CH2:15][CH2:16][N:10]23)=[CH:5][C:4]=1[S:18](=[O:23])(=[O:22])[N:19]([CH3:20])[CH3:21] |f:0.1,2.3|. Procedure: 7.3 g of 3-(4-chloro-3-dimethylsulfamoylphenyl)-3-hydroxy-2,3,5,6-tetrahydro-imidazo[2,1-b]thiazol-hydrobromide were dissolved in 100 ml of water at 35°-40° C. After adding a solution of 6 g of sodium bicarbonate in 200 ml of water, the mixture was stirred for 15 minutes at room temperature and the end product was filtered off. Colorless crystals, melting point: 154° C. (decomposition). Reactants: N1C(C2(C3=CC=CC=C13)C1=C(OC2)C=C2OCCC2=C1)=O (5,6-dihydrospiro[benzo[1,2-b:5,4-b′]difuran-3,3′-indol]-2′(1′H)-one), BrCC=1OC(=CC1)C(F)(F)F (2-(bromomethyl)-5-(trifluoromethyl)furan), CC1=NOC2=C1C=C1C(=C2)OCC12C(NC1=CC=CC=C21)=O (3-methylspiro[furo[3,2-f][1,2]benzisoxazole-5,3′-indol]-2′(1′H)-one), CC1=CC=C(C=C1)S(=O)(=O)OC[C@H]1NC(CC1)=O ((S)-(5-oxopyrrolidin-2-yl)methyl 4-methylbenzenesulfonate). Yields the product O=C1CC[C@H](N1)CN1C(C2(C3=CC=CC=C13)C1=C(OC2)C=C2OCCC2=C1)=O (1′-{[(2S)-5-oxopyrrolidin-2-yl]methyl}-5,6-dihydrospiro[benzo[1,2-b:5,4-b′]difuran-3,3′-indol]-2′(1′H)-one). RXN SMILES: [NH:1]1[C:9]2[C:4](=[CH:5][CH:6]=[CH:7][CH:8]=2)[C:3]2([CH2:13][O:12][C:11]3[CH:14]=[C:15]4[C:19](=[CH:20][C:10]2=3)[CH2:18][CH2:17][O:16]4)[C:2]1=[O:21].CC1C2C=C3[C:34]4([C:42]5[C:37](=[CH:38]C=CC=5)[NH:36][C:35]4=[O:43])COC3=CC=2ON=1.CC1C=CC(S(OC[C@@H]2CCC(=O)N2)(=O)=O)=CC=1.BrCC1OC(C(F)(F)F)=CC=1>>[O:43]=[C:35]1[NH:36][C@H:37]([CH2:38][N:1]2[C:9]3[C:4](=[CH:5][CH:6]=[CH:7][CH:8]=3)[C:3]3([CH2:13][O:12][C:11]4[CH:14]=[C:15]5[C:19](=[CH:20][C:10]3=4)[CH2:18][CH2:17][O:16]5)[C:2]2=[O:21])[CH2:42][CH2:34]1. Procedure details: Following the procedure as described in EXAMPLE 9 and making non-critical variations using 5,6-dihydrospiro[benzo[1,2-b:5,4-b′]difuran-3,3′-indol]-2′(1′H)-one to replace 3-methylspiro[furo[3,2-f][1,2]benzisoxazole-5,3′-indol]-2′(1′H)-one, and (S)-(5-oxopyrrolidin-2-yl)methyl 4-methylbenzenesulfonate to replace 2-(bromomethyl)-5-(trifluoromethyl)furan, 1′-{[(2S)-5-oxopyrrolidin-2-yl]methyl}-5,6-dihydrospiro[benzo[1,2-b:5,4-b′]difuran-3,3′-indol]-2′(1′H)-one was obtained (47%) as a colorless solid... Reactants: BrC(C(=O)OCC)C(=O)OCC (diethyl 2-bromomalonate), N1C=CC2=CC=CC=C12 (indole), [OH-].[Na+] (sodium hydroxide). The reagents and catalysts are [Br-].C(CCC)[N+](CCCC)(CCCC)CCCC (tetra-n-butylammonium bromide). The solvent is C1=CC=CC=C1 (benzene), O (water). Run at temperature 25 celsius, time 16 hour. Product: N1(C=CC2=CC=CC=C12)C(C(=O)OCC)C(=O)OCC (diethyl (1H-indol-1-yl)malonate). As a reaction SMILES: Br[CH:2]([C:8]([O:10][CH2:11][CH3:12])=[O:9])[C:3]([O:5][CH2:6][CH3:7])=[O:4].[NH:13]1[C:21]2[C:16](=[CH:17][CH:18]=[CH:19][CH:20]=2)[CH:15]=[CH:14]1.[OH-].[Na+]>C1C=CC=CC=1.O.[Br-].C([N+](CCCC)(CCCC)CCCC)CCC>[N:13]1([CH:2]([C:8]([O:10][CH2:11][CH3:12])=[O:9])[C:3]([O:5][CH2:6][CH3:7])=[O:4])[C:21]2[C:16](=[CH:17][CH:18]=[CH:19][CH:20]=2)[CH:15]=[CH:14]1 |f:2.3,6.7|. Reported procedure: To a solution of diethyl 2-bromomalonate (0.15 m) and indole (0.1 m) in 100 ml of benzene is added a solution of sodium hydroxide (0.1 m) in water. To this mixture is added tetra-n-butylammonium bromide (0.5 mmole). This mixture is stirred at about 25° C. for 16 hours. The phases are separated, the organic phase is dried and evaporated to give diethyl (1H-indol-1-yl)malonate.